The task is: describe an organic reaction: reactants, conditions, products, and yield. This data is from the Open Reaction Database (ORD), a public repository of structured organic reaction records. Starting materials: ice, C1(NC=CC2=CN=CC=C12)=O (2,6-naphthyridin-1(2H)-one), C(C1=CC=CC=C1)Br (benzylbromide), [BH4-].[Na+] (Sodium borohydride), Cl (HCl). The solvent is C(C)#N (acetonitrile). Run at time 8 hour. The product is C(C1=CC=CC=C1)N1CC=2C=CNC(C2CC1)=O (6-benzyl-5,6,7,8-tetrahydro-2,6-naphthyridin-1(2H)-one). Isolated yield 76.3%. Reaction SMILES: [C:1]1(=[O:11])[C:10]2[C:5](=[CH:6][N:7]=[CH:8][CH:9]=2)[CH:4]=[CH:3][NH:2]1.[CH2:12](Br)[C:13]1[CH:18]=[CH:17][CH:16]=[CH:15][CH:14]=1.[BH4-].[Na+].Cl>C(#N)C>[CH2:12]([N:7]1[CH2:8][CH2:9][C:10]2[C:1](=[O:11])[NH:2][CH:3]=[CH:4][C:5]=2[CH2:6]1)[C:13]1[CH:18]=[CH:17][CH:16]=[CH:15][CH:14]=1 |f:2.3|. Procedure details: To a suspension of 2,6-naphthyridin-1(2H)-one (2.04 g, 13.96 mmol) in acetonitrile (35 mL) was added benzylbromide (1.992 mL, 16.75 mmol). The mixture was heated to reflux. After 2 h the mixture was cooled to rt. The solvent was removed under reduced pressure and the residue was dissolved in EtOH (30 mL) and cooled to 0° C. Sodium borohydride (2.64 g, 69.8 mmol) was added portionwise over 30 min and the mixture was warmed to rt as the ice bath melted. After stirring the reaction mixture overnigh... Reactants: CCCc1cc2ccc(C(=O)OC)cc2n1C(=O)OCc1ccccc1, CO, CCOC(C)=O. Yields the product CCCc1cc2ccc(C(=O)OC)cc2[nH]1. RXN SMILES: [CH2:1]([O:2][C:3](=[O:4])[n:11]1[c:12]([CH2:24][CH2:25][CH3:26])[cH:13][c:14]2[cH:15][cH:16][c:17]([C:20](=[O:21])[O:22][CH3:23])[cH:18][c:19]12)[c:5]1[cH:6][cH:7][cH:8][cH:9][cH:10]1.[CH3:27][OH:28].[CH3:29][CH2:30][O:31][C:32](=[O:33])[CH3:34]>>[nH:11]1[c:12]([CH2:24][CH2:25][CH3:26])[cH:13][c:14]2[cH:15][cH:16][c:17]([C:20](=[O:21])[O:22][CH3:23])[cH:18][c:19]12. The reactants are CCOC(=O)C(N)C(C(F)(F)F)C(F)(F)F, CC(Cl)Cl, Cc1cc(S(=O)(=O)Cl)ccc1F, c1ccncc1. The product is CCOC(=O)C(NS(=O)(=O)c1ccc(F)c(C)c1)C(C(F)(F)F)C(F)(F)F. RXN SMILES: [CH2:13]([CH3:14])[O:15][C:16]([CH:17]([CH:18]([C:19]([F:20])([F:21])[F:22])[C:23]([F:24])([F:25])[F:26])[NH2:27])=[O:28].[Cl:35][CH:36]([Cl:37])[CH3:38].[F:1][c:2]1[c:3]([CH3:12])[cH:4][c:5]([S:8](=[O:9])(=[O:10])[Cl:11])[cH:6][cH:7]1.[cH:29]1[cH:30][cH:31][n:32][cH:33][cH:34]1>>[F:1][c:2]1[c:3]([CH3:12])[cH:4][c:5]([S:8](=[O:9])(=[O:10])[NH:27][CH:17]([C:16]([O:15][CH2:13][CH3:14])=[O:28])[CH:18]([C:19]([F:20])([F:21])[F:22])[C:23]([F:24])([F:25])[F:26])[cH:6][cH:7]1. Isolated yield 11.0%. RXN SMILES: [CH3:1][O:2][CH:3]([C:13]1[CH:18]=[CH:17][CH:16]=[CH:15][CH:14]=1)[C:4]([CH:6]1[C:11](=O)[CH2:10][CH2:9][S:8][CH2:7]1)=O.[CH3:19][C:20]1[N:21]([C:25]2[CH:30]=[CH:29][C:28]([NH:31][C:32]([NH2:34])=[NH:33])=[CH:27][CH:26]=2)[CH:22]=[CH:23][N:24]=1>>[CH3:1][O:2][CH:3]([C:13]1[CH:18]=[CH:17][CH:16]=[CH:15][CH:14]=1)[C:4]1[C:6]2[CH2:7][S:8][CH2:9][CH2:10][C:11]=2[N:34]=[C:32]([NH:31][C:28]2[CH:29]=[CH:30][C:25]([N:21]3[CH:22]=[CH:23][N:24]=[C:20]3[CH3:19])=[CH:26][CH:27]=2)[N:33]=1. Procedure: 4-(Methoxy(phenyl)methyl)-N-(4-(2-methyl-1H-imidazol-1-yl)phenyl)-7,8-dihydro-5H-thiopyrano[4,3-d]pyrimidin-2-amine (31.5 mg, 11%) was synthesised from 3-(2-methoxy-2-phenylacetyl)dihydro-2H-thiopyran-4(3H)-one and 1-(4-(2-methyl-1H-imidazol-1-yl)phenyl)guanidine (Example 41c) according to the general procedure for the synthesis of pyrimidines. MS (ES+) m/z 444.0 (M+H)+ Product: COC(C=1C2=C(N=C(N1)NC1=CC=C(C=C1)N1C(=NC=C1)C)CCSC2)C2=CC=CC=C2 (4-(Methoxy(phenyl)methyl)-N-(4-(2-methyl-1H-imidazol-1-yl)phenyl)-7,8-dihydro-5H-thiopyrano[4,3-d]pyrimidin-2-amine). Starting materials: COC(C(=O)C1CSCCC1=O)C1=CC=CC=C1 (3-(2-methoxy-2-phenylacetyl)dihydro-2H-thiopyran-4(3H)-one), CC=1N(C=CN1)C1=CC=C(C=C1)NC(=N)N (1-(4-(2-methyl-1H-imidazol-1-yl)phenyl)guanidine), pyrimidines. Procedure details: A mixture of 7-(2-chlorothiophen-3-yl)-4-methyl-5,6,7,8-tetrahydroquinolin-5-one (222 mg), 1-amino-3-hydroxyguanidine p-toluenesulfonate (314 mg) and concentrated hydrochloric acid (0.1 ml) in ethanol (4 ml) was stirred at 90° C. (bath temperature) for 2 hours. The reaction solution was concentrated under reduced pressure, and to the residue were added ethyl acetate (30 ml), tetrahydrofuran (20 ml) and 0.2 N sodium hydroxide (20 ml). The mixture was shaken, and the separated upper layer was wash... The reactants are ClC=1SC=CC1C1CC(C=2C(=CC=NC2C1)C)=O (7-(2-chlorothiophen-3-yl)-4-methyl-5,6,7,8-tetrahydroquinolin-5-one), C1(=CC=C(C=C1)S(=O)(=O)O)C.NNC(=N)NO (1-amino-3-hydroxyguanidine p-toluenesulfonate), Cl (hydrochloric acid). RXN SMILES: [Cl:1][C:2]1[S:3][CH:4]=[CH:5][C:6]=1[CH:7]1[CH2:16][C:15]2[N:14]=[CH:13][CH:12]=[C:11]([CH3:17])[C:10]=2[C:9](=O)[CH2:8]1.C1(C)C=CC(S(O)(=O)=O)=CC=1.[NH2:30][NH:31][C:32]([NH:34][OH:35])=[NH:33].Cl>C(O)C>[ClH:1].[Cl:1][C:2]1[S:3][CH:4]=[CH:5][C:6]=1[CH:7]1[CH2:16][C:15]2[N:14]=[CH:13][CH:12]=[C:11]([CH3:17])[C:10]=2[C:9](=[N:30][NH:31][C:32](=[NH:33])[NH:34][OH:35])[CH2:8]1 |f:1.2,5.6|. The solvent is C(C)O (ethanol). The product is Cl.ClC=1SC=CC1C1CC(C=2C(=CC=NC2C1)C)=NNC(NO)=N (7-(2-chlorothiophen-3-yl)-5-(1-hydroxyguanidin-3-yl)imino-4-methyl-5,6,7,8-tetrahydroquinoline hydrochloride). Yield: 118.5%. Conditions: temperature 90 celsius, time 2 hour. The reactants are BrC=1C(=C(N)C=CC1)C (3-Bromo-2-methylaniline), CC1(CC(CCC1)=O)C (3,3-dimethylcyclohexanone), C(C)(=O)O[BH-](OC(C)=O)OC(C)=O.[Na+] (Sodium triacetoxyborohydride), CC1(CC(CCC1)=O)C (3,3-dimethylcyclohexanone), C(C)(=O)O[BH-](OC(C)=O)OC(C)=O.[Na+] (sodium triacetoxyborohydride). The solvent is ClCCl (dichloromethane). Reaction conditions: time 15 minute. Product: BrC=1C(=C(C=CC1)NC1CC(CCC1)(C)C)C ((3-Bromo-2-methyl-phenyl)-(3,3-dimethyl-cyclohexyl)-amine). Reaction SMILES: [Br:1][C:2]1[C:3]([CH3:9])=[C:4]([CH:6]=[CH:7][CH:8]=1)[NH2:5].[CH3:10][C:11]1([CH3:18])[CH2:16][CH2:15][CH2:14][C:13](=O)[CH2:12]1.C(O[BH-](OC(=O)C)OC(=O)C)(=O)C.[Na+]>ClCCl>[Br:1][C:2]1[C:3]([CH3:9])=[C:4]([NH:5][CH:13]2[CH2:14][CH2:15][CH2:16][C:11]([CH3:18])([CH3:10])[CH2:12]2)[CH:6]=[CH:7][CH:8]=1 |f:2.3|. Procedure details: 3-Bromo-2-methylaniline (1000 mg) and 3,3-dimethylcyclohexanone (780 mg) were added to dichloromethane (25 mL) and the mixture was stirred at room temperature for 15 minutes. Sodium triacetoxyborohydride (1367 mg) was then added and the solution was stirred at room temperature for 16 hours. Additional 3,3-dimethylcyclohexanone (780 mg) and sodium triacetoxyborohydride (1367 mg) were added, and the mixture was stirred for another 16 hours. The mixture was then washed with a saturated sodium bicar...